This data is from the Open Reaction Database (ORD), a public repository of structured organic reaction records. The task is: describe an organic reaction: reactants, conditions, products, and yield Reactants: Cc1c(N=C2OC(C(F)(F)F)C3C(O[Si](C)(C)C(C)(C)C)CCN23)ccc(C#N)c1Cl, CCCC[N+](CCCC)(CCCC)CCCC, C1CCOC1, CCOC(C)=O, [Cl-], [F-], [NH4+]. Yields the product Cc1c(N=C2OC(C(F)(F)F)C3C(O)CCN23)ccc(C#N)c1Cl. As a reaction SMILES: [C:1]([Si:2]([CH3:3])([CH3:4])[O:6][CH:7]1[CH2:8][CH2:9][N:10]2[C:11](=[N:19][c:20]3[c:21]([CH3:29])[c:22]([Cl:28])[c:23]([C:24]#[N:25])[cH:26][cH:27]3)[O:12][CH:13]([C:15]([F:16])([F:17])[F:18])[CH:14]12)([CH3:5])([CH3:30])[CH3:31].[CH2:33]([N+:34]([CH2:35][CH2:36][CH2:37][CH3:38])([CH2:39][CH2:40][CH2:41][CH3:42])[CH2:43][CH2:44][CH2:45][CH3:46])[CH2:47][CH2:48][CH3:49].[CH2:58]1[O:59][CH2:60][CH2:61][CH2:62]1.[CH3:52][CH2:53][O:54][C:55]([CH3:56])=[O:57].[Cl-:50].[F-:32].[NH4+:51]>>[OH:6][CH:7]1[CH2:8][CH2:9][N:10]2[C:11](=[N:19][c:20]3[c:21]([CH3:29])[c:22]([Cl:28])[c:23]([C:24]#[N:25])[cH:26][cH:27]3)[O:12][CH:13]([C:15]([F:16])([F:17])[F:18])[CH:14]12. Reactants: C(C1=CC=CC=C1)N1CCC(CC1)=CC1=CC=CC=C1 (1-benzyl-4-benzylidenepiperidine), ClC(=O)OC(C)Cl (1-chloroethyl chloroformate). Solvent: ClC(C)Cl (dichloroethane). Run at time 1.5 hour. Yields the product Cl.C(C1=CC=CC=C1)=C1CCNCC1 (4-benzylidenepiperidine hydrochloride). The yield is 42.7%. As a reaction SMILES: C([N:8]1[CH2:13][CH2:12][C:11](=[CH:14][C:15]2[CH:20]=[CH:19][CH:18]=[CH:17][CH:16]=2)[CH2:10][CH2:9]1)C1C=CC=CC=1.[Cl:21]C(OC(Cl)C)=O>ClC(Cl)C>[ClH:21].[CH:14](=[C:11]1[CH2:12][CH2:13][NH:8][CH2:9][CH2:10]1)[C:15]1[CH:20]=[CH:19][CH:18]=[CH:17][CH:16]=1 |f:3.4|. Procedure details: There was dissolved 24.6 g (96 mmol) of 1-benzyl-4-benzylidenepiperidine in 200 ml of dichloroethane and thereto 11.1 ml (102 mmol) of 1-chloroethyl chloroformate was added dropwise under cooling with ice. The reaction solution was refluxed with heating for 30 minutes and then stirred at room temperature for 1.5 hours. The reaction solution was concentrated to 80 ml by removing the solvent under reduced pressure, thereto was added 200 ml of methanol and the obtained mixture was refluxed with hea...